Dataset: the Open Reaction Database (ORD), a public repository of structured organic reaction records. Task: describe an organic reaction: reactants, conditions, products, and yield Starting materials: C1(=CC=CC=C1)CCN1C=NC2=C1C=C(C=C2)C2=C(C(=O)O)C=CC=C2 (2-[1-(2-phenylethyl)-1H-benzimidazole-6-yl]benzoic acid), CON(C(C1=CC(=CC(=C1)OC)OC)=O)C (N,3,5-trimethoxy-N-methylbenzamide), C(C)(C)[N-]C(C)C.[Li+] (lithium diisopropylamide). Yields the product COC=1C=C(C(=O)C2=NC3=C(N2CCC2=CC=CC=C2)C=C(C=C3)C3=C(C(=O)O)C=CC=C3)C=C(C1)OC (2-[2-(3,5-dimethoxybenzoyl)1-(2-phenylethyl)-1H-benzimidazole-6-yl]benzoic acid). RXN SMILES: [C:1]1([CH2:7][CH2:8][N:9]2[C:13]3[CH:14]=[C:15]([C:18]4[CH:26]=[CH:25][CH:24]=[CH:23][C:19]=4[C:20]([OH:22])=[O:21])[CH:16]=[CH:17][C:12]=3[N:11]=[CH:10]2)[CH:6]=[CH:5][CH:4]=[CH:3][CH:2]=1.CON(C)[C:30](=[O:41])[C:31]1[CH:36]=[C:35]([O:37][CH3:38])[CH:34]=[C:33]([O:39][CH3:40])[CH:32]=1.C([N-]C(C)C)(C)C.[Li+]>>[CH3:40][O:39][C:33]1[CH:32]=[C:31]([CH:36]=[C:35]([O:37][CH3:38])[CH:34]=1)[C:30]([C:10]1[N:9]([CH2:8][CH2:7][C:1]2[CH:2]=[CH:3][CH:4]=[CH:5][CH:6]=2)[C:13]2[CH:14]=[C:15]([C:18]3[CH:26]=[CH:25][CH:24]=[CH:23][C:19]=3[C:20]([OH:22])=[O:21])[CH:16]=[CH:17][C:12]=2[N:11]=1)=[O:41] |f:2.3|. Reported procedure: 2-[1-(2-phenylethyl)-1H-benzimidazole-6-yl]benzoic acid and N,3,5-trimethoxy-N-methylbenzamide were subjected to a reaction in the presence of lithium diisopropylamide to give the compound having the following physical data. The reactants are [OH-].[Na+] (NaOH), Cl(=O)[O-].[Na+] (sodium chlorite), C1(=CC=CC=C1)C(=[N+]=[N-])C1=CC=CC=C1.CCCCCC (hexane diphenyl diazomethane), C(C=C)(=O)OCC (ethyl acrylate), C1(=CC=CC=C1)C(C1=CC=CC=C1)=NN (Diphenylketone hydrazone). The solvent is [Cl-].C(C1=CC=CC=C1)[N+](CCCCCCCC)(C)C (benzyldimethyloctylammonium chloride), O (water), C(Cl)Cl (DCM), O (water). Yields the product C(C)OC(=O)C1C(C1)(C1=CC=CC=C1)C1=CC=CC=C1 (2,2-diphenylcyclopropanyl carboxylate ethyl ester). Isolated yield 56.0%. As a reaction SMILES: [C:1]1([C:7](=NN)[C:8]2[CH:13]=[CH:12][CH:11]=[CH:10][CH:9]=2)[CH:6]=[CH:5][CH:4]=[CH:3][CH:2]=1.[OH-].[Na+].Cl([O-])=O.[Na+].C1(C(C2C=CC=CC=2)=[N+]=[N-])C=CC=CC=1.CCCCCC.[C:43]([O:47][CH2:48][CH3:49])(=[O:46])[CH:44]=[CH2:45]>C(Cl)Cl.O.[Cl-].C([N+](C)(C)CCCCCCCC)C1C=CC=CC=1>[CH2:48]([O:47][C:43]([CH:44]1[CH2:45][C:7]1([C:8]1[CH:13]=[CH:12][CH:11]=[CH:10][CH:9]=1)[C:1]1[CH:6]=[CH:5][CH:4]=[CH:3][CH:2]=1)=[O:46])[CH3:49] |f:1.2,3.4,5.6,10.11|. Reported procedure: Diphenylketone hydrazone (8.9 g, 45.4 mmol) in DCM (19 mL) was mixed with KI (0.45 g) in water (0.6 mL) and benzyldimethyloctylammonium chloride (10 mg). To the mixture was added the aqueous solution composing of 25% NaOH (27 mL), water (18 mL), and sodium chlorite (12-14%, 28 mL) at 5° C. with vigorous stirring. Twenty minutes later after addition, the stirring was turned off to let the reaction mixture separate. The red DCM solution was separated and dried over anhydrous Na2SO4. After removing... The reactants are C1(CCCCC1)N=C=NC1CCCCC1 (N,N′-Dicyclohexylcarbodiimide), ClC1=CC=C(C=C1)C1(OCC(CO1)(C)C)CSCC(=O)O (({[2-(4-Chlorophenyl)-5,5-dimethyl-1,3-dioxan-2-yl]methyl}thio)acetic acid), C1(=CC=CC=C1)[C@@H]1NC(OC1)=O ((S)-(+)-4-Phenyl-2-oxazolidinone). The reagents and catalysts are CN(C1=CC=NC=C1)C (4-(dimethylamino)pyridine). The solvent is C(Cl)Cl (CH2Cl2). Reaction conditions: temperature 0 celsius, time 20 minute. The product is ClC1=CC=C(C=C1)C1(OCC(CO1)(C)C)CSCC(=O)N1C(OC[C@@H]1C1=CC=CC=C1)=O ((4S)-3-[({[2-(4-Chlorophenyl)-5,5-dimethyl-1,3-dioxan-2-yl]methyl}thio)acetyl]-4-phenyl-1,3-oxazolidin-2-one). RXN SMILES: [Cl:1][C:2]1[CH:7]=[CH:6][C:5]([C:8]2([CH2:16][S:17][CH2:18][C:19]([OH:21])=O)[O:13][CH2:12][C:11]([CH3:15])([CH3:14])[CH2:10][O:9]2)=[CH:4][CH:3]=1.C1(N=C=NC2CCCCC2)CCCCC1.[C:37]1([C@H:43]2[CH2:47][O:46][C:45](=[O:48])[NH:44]2)[CH:42]=[CH:41][CH:40]=[CH:39][CH:38]=1>C(Cl)Cl.CN(C)C1C=CN=CC=1>[Cl:1][C:2]1[CH:3]=[CH:4][C:5]([C:8]2([CH2:16][S:17][CH2:18][C:19]([N:44]3[C@@H:43]([C:37]4[CH:42]=[CH:41][CH:40]=[CH:39][CH:38]=4)[CH2:47][O:46][C:45]3=[O:48])=[O:21])[O:9][CH2:10][C:11]([CH3:15])([CH3:14])[CH2:12][O:13]2)=[CH:6][CH:7]=1. Procedure details: ({[2-(4-Chlorophenyl)-5,5-dimethyl-1,3-dioxan-2-yl]methyl}thio)acetic acid (2.00 g, 6.05 mmol) was dissolved in dry CH2Cl2 (45 ml) and cooled to 0° C. N,N′-Dicyclohexylcarbodiimide (DCC, 1.43 g, 6.93 mmol) and 4-(dimethylamino)pyridine (DMAP, 1.70 g, 10.4 mmol) were added and the mixture was stirred at 0° C. for 20 minutes. (S)-(+)-4-Phenyl-2-oxazolidinone (1.40 g, 11.5 mmol) was added and the mixture was stirred at room temperature for 70 h. The mixture was filtered, concentrated under reduced ... The reactants are CSC1=NC(C=2C=NN3C(=CCN1C32)C3=CC(=CC=C3)C(F)(F)F)=O (5-(Methylthio)-8-[3-(trifluoromethyl)phenyl]-3H,6H-1,4,5a,8a-tetraazaacenaphthylen-3-one). The solvent is C(C1=CC=CC=C1)N (benzylamine). Product: C1(=CC=CC=C1)CNC1=NC(C=2C=NN3C(=CCN1C32)C3=CC(=CC=C3)C(F)(F)F)=O (5-[(Phenylmethyl)amino)-8-[3-(trifluoromethyl)phenyl]-3H,6H-1,4,5a,8a-tetraazaacenaphthylen-3-one). RXN SMILES: CS[C:3]1[N:13]2[C:14]3[N:9]([C:10]([C:15]4[CH:20]=[CH:19][CH:18]=[C:17]([C:21]([F:24])([F:23])[F:22])[CH:16]=4)=[CH:11][CH2:12]2)[N:8]=[CH:7][C:6]=3[C:5](=[O:25])[N:4]=1>C(N)C1C=CC=CC=1>[C:15]1([CH2:10][NH:9][C:3]2[N:13]3[C:14]4[N:9]([C:10]([C:15]5[CH:20]=[CH:19][CH:18]=[C:17]([C:21]([F:22])([F:23])[F:24])[CH:16]=5)=[CH:11][CH2:12]3)[N:8]=[CH:7][C:6]=4[C:5](=[O:25])[N:4]=2)[CH:20]=[CH:19][CH:18]=[CH:17][CH:16]=1. Procedure details: A 200 mg amount of 5-(methylthio)-8-[3-trifluoromethyl)phenyl]-3H,6H-1,4,5a,8a-tetraazaacenaphthylen-3-one (prepared as described in Example 9) was suspended in 10.0 ml of benzylamine. The reaction mixture was cooled to room temperature and filtered. The solid on the filter was washed with ether and air dried to give 189 mg of the product of the example as a white solid, m.p. 220°-224° C. The reactants are crude material, BrC1=NN2C(C=C(C=C2)NC(=O)C2=C(C=NN2C)C(=O)N2CCOCC2)=N1 (N-(2-bromo-[1,2,4]triazolo[1,5-a]pyridin-7-yl)-1-methyl-4-(morpholine-4-carbonyl)-1H-pyrazole-5-carboxamide), N1C(CCC1)=O (pyrrolidin-2-one), C([O-])([O-])=O.[Cs+].[Cs+] (cesium carbonate). Reagents/catalysts: C=1C=CC(=CC1)/C=C/C(=O)/C=C/C2=CC=CC=C2.C=1C=CC(=CC1)/C=C/C(=O)/C=C/C2=CC=CC=C2.C=1C=CC(=CC1)/C=C/C(=O)/C=C/C2=CC=CC=C2.[Pd].[Pd] (tris(dibenzylideneacetone)dipalladium(0)), C1(=CC=CC=C1)P(C1=CC=CC=2C(C3=CC=CC(=C3OC12)P(C1=CC=CC=C1)C1=CC=CC=C1)(C)C)C1=CC=CC=C1 (4,5-bis(diphenylphosphino)-9,9-dimethylxanthene). Solvent: O1CCOCC1 (dioxane). Run at temperature 100 celsius, time 8 hour. Yields the product O=C1N(CCC1)C1=NN2C(C=C(C=C2)NC(=O)C=2N(N=CC2C(=O)N2CCOCC2)C)=N1 (2-methyl-4-(morpholine-4-carbonyl)-2H-pyrazole-3-carboxylic acid [2-(2-oxo-pyrrolidin-1-yl)-[1,2,4]triazolo[1,5-a]pyridin-7-yl]-amide). Isolated yield 57.0%. As a reaction SMILES: Br[C:2]1[N:27]=[C:5]2[CH:6]=[C:7]([NH:10][C:11]([C:13]3[N:17]([CH3:18])[N:16]=[CH:15][C:14]=3[C:19]([N:21]3[CH2:26][CH2:25][O:24][CH2:23][CH2:22]3)=[O:20])=[O:12])[CH:8]=[CH:9][N:4]2[N:3]=1.[NH:28]1[CH2:32][CH2:31][CH2:30][C:29]1=[O:33].C(=O)([O-])[O-].[Cs+].[Cs+]>O1CCOCC1.C1C=CC(/C=C/C(/C=C/C2C=CC=CC=2)=O)=CC=1.C1C=CC(/C=C/C(/C=C/C2C=CC=CC=2)=O)=CC=1.C1C=CC(/C=C/C(/C=C/C2C=CC=CC=2)=O)=CC=1.[Pd].[Pd].C1(P(C2C=CC=CC=2)C2C3OC4C(=CC=CC=4P(C4C=CC=CC=4)C4C=CC=CC=4)C(C)(C)C=3C=CC=2)C=CC=CC=1>[O:33]=[C:29]1[CH2:30][CH2:31][CH2:32][N:28]1[C:2]1[N:27]=[C:5]2[CH:6]=[C:7]([NH:10][C:11]([C:13]3[N:17]([CH3:18])[N:16]=[CH:15][C:14]=3[C:19]([N:21]3[CH2:26][CH2:25][O:24][CH2:23][CH2:22]3)=[O:20])=[O:12])[CH:8]=[CH:9][N:4]2[N:3]=1 |f:2.3.4,6.7.8.9.10|. Reported procedure: To an argon purged solution of N-(2-bromo-[1,2,4]triazolo[1,5-a]pyridin-7-yl)-1-methyl-4-(morpholine-4-carbonyl)-1H-pyrazole-5-carboxamide (40 mg, 92.1 μmol) in dioxane (1.84 ml) were added pyrrolidin-2-one (8.47 μl, 111 μmol), cesium carbonate (42.0 mg, 129 μmol), tris(dibenzylideneacetone)dipalladium(0) (1.69 mg, 1.84 μmol) and 4,5-bis(diphenylphosphino)-9,9-dimethylxanthene (2.13 mg, 3.68 μmol). The resulting mixture was heated to 100° C. and stirred overnight under argon atmosphere. The crud... Starting materials: CN1CCN(c2cc(N3CCOCC3)cn3c(=O)c(OCc4ccccc4)c(-c4ncc(Cc5ccc(F)c(Cl)c5)s4)nc23)C1=O, O=C(O)C(F)(F)F. Product: CN1CCN(c2cc(N3CCOCC3)cn3c(=O)c(O)c(-c4ncc(Cc5ccc(F)c(Cl)c5)s4)nc23)C1=O. Reaction SMILES: [CH2:1]([c:2]1[cH:3][cH:4][cH:5][cH:6][cH:7]1)[O:8][c:9]1[c:10](-[c:33]2[s:34][c:35]([CH2:38][c:39]3[cH:40][c:41]([Cl:46])[c:42]([F:45])[cH:43][cH:44]3)[cH:36][n:37]2)[n:11][c:12]2[n:13]([c:14]1=[O:15])[cH:16][c:17]([N:27]1[CH2:28][CH2:29][O:30][CH2:31][CH2:32]1)[cH:18][c:19]2[N:20]1[C:21](=[O:26])[N:22]([CH3:25])[CH2:23][CH2:24]1.[OH:47][C:48]([C:49]([F:50])([F:51])[F:52])=[O:53]>>[OH:8][c:9]1[c:10](-[c:33]2[s:34][c:35]([CH2:38][c:39]3[cH:40][c:41]([Cl:46])[c:42]([F:45])[cH:43][cH:44]3)[cH:36][n:37]2)[n:11][c:12]2[n:13]([c:14]1=[O:15])[cH:16][c:17]([N:27]1[CH2:28][CH2:29][O:30][CH2:31][CH2:32]1)[cH:18][c:19]2[N:20]1[C:21](=[O:26])[N:22]([CH3:25])[CH2:23][CH2:24]1. Reactants: C(#N)[BH3-].[Na+] (Sodium cyanoborohydride), Cl.CN (methylamine hydrochloride), COC=1C=C2C(CC(N(C2=CC1)C)=O)CC=O (1,2,3,4-tetrahydro-6-methoxy-1-methyl-2-oxo-4-quinolineacetaldehyde). The solvent is CO (methanol). Reaction conditions: time 19 hour. Yields the product COC=1C=C2C(CC(N(C2=CC1)C)=O)CCNC (3,4-dihydro-6-methoxy-1-methyl-4-[2-(methylamino)ethyl]-2(1H)-quinolinone). RXN SMILES: [C:1]([BH3-])#[N:2].[Na+].Cl.CN.[CH3:8][O:9][C:10]1[CH:11]=[C:12]2[C:17](=[CH:18][CH:19]=1)[N:16]([CH3:20])[C:15](=[O:21])[CH2:14][CH:13]2[CH2:22][CH:23]=O>CO>[CH3:8][O:9][C:10]1[CH:11]=[C:12]2[C:17](=[CH:18][CH:19]=1)[N:16]([CH3:20])[C:15](=[O:21])[CH2:14][CH:13]2[CH2:22][CH2:23][NH:2][CH3:1] |f:0.1,2.3|. Procedure: Sodium cyanoborohydride (1.2 g) was added to a solution of 10.0 g of methylamine hydrochloride and 4.6 g of 1,2,3,4-tetrahydro-6-methoxy-1-methyl-2-oxo-4-quinolineacetaldehyde in 142 ml of methanol. The solution was stirred at room temperature for 19 hours, quenched with 10% hydrochloric acid solution and extracted with ethyl acetate. The aqueous layer was basified with potassium hydroxide and the product extracted into ethyl acetate. The combined organic layers were washed with saturated sodium...